This data is from the Open Reaction Database (ORD), a public repository of structured organic reaction records. The task is: describe an organic reaction: reactants, conditions, products, and yield Reactants: FC(C=1C=CC(=NC1)N)(F)F (5-(trifluoromethyl)pyridin-2-amine), II (iodine). Reagents/catalysts: S(=O)(=O)([O-])[O-].[Ag+2] (silver sulfate). The solvent is CN(C=O)C (N,N-dimethylformamide). Conditions: time 14 hour. Product: FC(C=1C=C(C(=NC1)N)I)(F)F (5-(trifluoromethyl)-3-iodopyridin-2-amine). As a reaction SMILES: [F:1][C:2]([F:11])([F:10])[C:3]1[CH:4]=[CH:5][C:6]([NH2:9])=[N:7][CH:8]=1.[I:12]I>CN(C)C=O.S([O-])([O-])(=O)=O.[Ag+2]>[F:11][C:2]([F:1])([F:10])[C:3]1[CH:4]=[C:5]([I:12])[C:6]([NH2:9])=[N:7][CH:8]=1 |f:3.4|. Procedure details: A solution of 5-(trifluoromethyl)pyridin-2-amine (3-a with R4=CF3, 1.6 g, 9.87 mmol) (Maybridge Chemical company, Cornwall, England) in N,N-dimethylformamide (30 mL) was treated at room temperature with silver sulfate (3.1 g, 9.87 mmol) and iodine (2.5 g, 9.87 mol). The reaction mixture was stirred for 14 h and filtered. The filtrated solution was concentrated in vacuo. The residue was chromatographed (SiO2, 25% ethyl acetate in hexanes) to give 5-(trifluoromethyl)-3-iodopyridin-2-amine (3-b, wi...